Task: describe an organic reaction: reactants, conditions, products, and yield. Dataset: the Open Reaction Database (ORD), a public repository of structured organic reaction records Reactants: FC(C(=O)[O-])(F)F (trifluoroacetate), [Si](C)(C)(C)C#N (TMSCN), TEA, NC1=CC2=C(N=CN2)C=C1 (5-aminobenzimidazole), COCCOC1=CC=C(C=O)C=C1 (4-(2-methoxyethoxy)benzaldehyde), N1(C=NC=C1)C(=O)N1C=NC=C1 (di-(imidazol-1-yl)methanone). Yields the product COCCOC1=CC=C(C=C1)C1CNC(N1C1=CC2=C(NC=N2)C=C1)=O (5-(4-(2-methoxyethoxy)phenyl)-1-(1H-benzo[d]imidazol-5-yl)imidazolidin-2-one). RXN SMILES: FC(F)(F)C([O-])=O.[NH2:8][C:9]1[CH:17]=[CH:16][C:12]2[N:13]=[CH:14][NH:15][C:11]=2[CH:10]=1.[CH3:18][O:19][CH2:20][CH2:21][O:22][C:23]1[CH:30]=[CH:29][C:26]([CH:27]=O)=[CH:25][CH:24]=1.[Si](C#N)(C)(C)C.[N:37]1([C:42](N2C=CN=C2)=[O:43])C=CN=[CH:38]1>>[CH3:18][O:19][CH2:20][CH2:21][O:22][C:23]1[CH:30]=[CH:29][C:26]([CH:27]2[N:8]([C:9]3[CH:17]=[CH:16][C:12]4[NH:13][CH:14]=[N:15][C:11]=4[CH:10]=3)[C:42](=[O:43])[NH:37][CH2:38]2)=[CH:25][CH:24]=1. Reported procedure: The compound was synthesized as trifluoroacetate salt starting from 5-aminobenzimidazole (1.3 gmg, 9.99 mmol), 4-(2-methoxyethoxy)benzaldehyde (1.5 g, 8.33 mmol), TMSCN (1.64 mL, 16.66 mmol) 10% Pd—C (200 mg), TEA (2.5 mL, 18.40 mmol), di-(imidazol-1-yl)methanone (1.192 g, 7.36 mmol), as described in method 2. The product was purified by means of preparative HPLC.